This data is from the Open Reaction Database (ORD), a public repository of structured organic reaction records. The task is: describe an organic reaction: reactants, conditions, products, and yield The reactants are FC(C1=NC2=CC(=CC=C2C(=N1)NC1=NNC(=C1)C)F)(C1=CC=C(C=C1)F)F (2-(difluoro(4-fluorophenyl)methyl)-7-fluoro-N-(5-methyl-1H-pyrazol-3-yl)quinazolin-4-amine), ClC1=NC(=NC2=CC(=CC=C12)F)C(C1=CC=C(C=C1)F)(F)F (4-chloro-2-(difluoro(4-fluorophenyl)methyl)-7-fluoroquinazoline). RXN SMILES: F[C:2](F)(C1C=CC(F)=CC=1)C1N=C(NC2C=C(C)NN=2)C2C(=CC(F)=CC=2)N=1.[Cl:29][C:30]1[C:39]2[C:34](=[CH:35][C:36](F)=[CH:37][CH:38]=2)[N:33]=[C:32]([C:41]([F:50])([F:49])[C:42]2[CH:47]=[CH:46][C:45]([F:48])=[CH:44][CH:43]=2)[N:31]=1>>[Cl:29][C:30]1[C:39]2[C:34](=[CH:35][C:36]([CH3:2])=[CH:37][CH:38]=2)[N:33]=[C:32]([C:41]([F:49])([F:50])[C:42]2[CH:43]=[CH:44][C:45]([F:48])=[CH:46][CH:47]=2)[N:31]=1. Reported procedure: 2-(Difluoro(4-fluorophenyl)methyl)-7-methyl-N-(5-methyl-1H-pyrazol-3-yl)quinazolin-4-amine was obtained according to the procedure described in Example 20 for preparation of 2-(difluoro(4-fluorophenyl)methyl)-7-fluoro-N-(5-methyl-1H-pyrazol-3-yl)quinazolin-4-amine, substituting 4-chloro-2-(difluoro(4-fluorophenyl)methyl)-7-fluoroquinazoline in Example 20 with 4-chloro-2-(difluoro(4-fluorophenyl)methyl)-7-methylquinazoline (13% yield). 1H NMR (300 MHz, DMSO-d6) δ 2.26 (s, 3H), 2.50 (s, 3H), 6.30 ... Isolated yield 13.0%. The product is ClC1=NC(=NC2=CC(=CC=C12)C)C(C1=CC=C(C=C1)F)(F)F (4-chloro-2-(difluoro(4-fluorophenyl)methyl)-7-methylquinazoline). The reactants are C(#N)CC(=O)O (cyanoacetic acid), C(CCC)NC(=O)N (n-butylurea). The solvent is C(C)(=O)OC(C)=O (acetic anhydride). Conditions: temperature 70 celsius, time 2 hour. Product: NC1=CC(NC(N1CCCC)=O)=O (6-amino-1-butyl-2,4-(1H,3H)pyrimidinedione). As a reaction SMILES: [C:1]([CH2:3][C:4](O)=[O:5])#[N:2].[CH2:7]([NH:11][C:12]([NH2:14])=[O:13])[CH2:8][CH2:9][CH3:10]>C(OC(=O)C)(=O)C>[NH2:2][C:1]1[N:11]([CH2:7][CH2:8][CH2:9][CH3:10])[C:12](=[O:13])[NH:14][C:4](=[O:5])[CH:3]=1. Procedure: To a solution of 46 g (0.55 mol) cyanoacetic acid and 100 ml of acetic anhydride was added 58 g (0.5 mol) of n-butylurea. The solution was stirred at 70° C. for 2 hours. After cooling white crystals were filtered off and washed with ethanol. Yield 68 g (74%) (VII). This was stirred in 500 ml of water and 20 ml of 5N NaOH was added in portions so the solution the whole time was basic. The reaction mixture was refluxed for 20 minutes and then neutralized with 5N HCl. After cooling, white crystals ... Starting materials: reaction mixture, C(CC(O)(C(=O)O)CC(=O)O)(=O)O.P(=O)([O-])([O-])O.[Na+].[Na+] (citric acid disodium phosphate), O=C[C@H](O)[C@@H](O)[C@H](O)[C@H](O)CO (glucose), OCC(=O)[C@@H](O)[C@H](O)[C@H](O)CO (fructose). Conditions: time 8 hour. The product is C([C@@H]1[C@H]([C@@H]([C@H]([C@H](O1)OC[C@@H]2[C@H]([C@@H](C(O2)(CO)O)O)O)O)O)O)O (isomaltulose). RXN SMILES: C(O)(=O)CC(CC(O)=O)(C(O)=O)O.P(O)([O-])([O-])=O.[Na+].[Na+].[O:21]=[CH:22][C@@H:23]([C@H:25]([C@@H:27]([C@@H:29]([CH2:31][OH:32])[OH:30])[OH:28])[OH:26])[OH:24].[OH:33][CH2:34][C:35]([C@H:37]([C@@H:39]([C@@H:41]([CH2:43]O)[OH:42])[OH:40])[OH:38])=[O:36]>>[CH2:31]([OH:32])[C@H:29]1[O:30][C@H:22]([O:21][CH2:43][C@H:41]2[O:42][C:35]([OH:36])([CH2:34][OH:33])[C@@H:37]([OH:38])[C@@H:39]2[OH:40])[C@H:23]([OH:24])[C@@H:25]([OH:26])[C@@H:27]1[OH:28] |f:0.1.2.3|. Procedure details: 840 units of isomaltase of yeast origin was added to 0.5 ml of a reaction mixture of a citric acid-disodium phosphate buffer (pH 6.0) containing 10% glucose and 30% fructose, and the reaction was carried out at 30° C. overnight. The yield of the isomaltulose formed during the reaction was 17%, in relation the glucose added. Note, the isomaltulose was determined according to the same procedures as described in Example 1.